From a dataset of the Open Reaction Database (ORD), a public repository of structured organic reaction records. describe an organic reaction: reactants, conditions, products, and yield Starting materials: C[C@H](CCCCCOC1=CC=C(C(=O)Cl)C=C1)CC ((S)-4-(6-methyloctyloxy)benzoyl chloride), C(CCCC)[C@@H]1CC[C@H](CC1)CCC1=CC=C(C=C1)O (4-[2-(trans-4-pentylcyclohexyl)ethyl]phenol), ice water. The solvent is N1=CC=CC=C1 (pyridine), C1(=CC=CC=C1)C (toluene). Reaction conditions: time 8 hour. Product: C(CCCC)[C@@H]1CC[C@H](CC1)CCC1=CC=C(C=C1)OC(C1=CC=C(C=C1)OCCCCC[C@H](CC)C)=O ((S)-4-(6-methyloctyloxy)benzoic acid 4-[2-(trans-4-pentylcyclohexyl)ethyl]phenyl ester). Reaction SMILES: [CH3:1][C@@H:2]([CH2:18][CH3:19])[CH2:3][CH2:4][CH2:5][CH2:6][CH2:7][O:8][C:9]1[CH:17]=[CH:16][C:12]([C:13](Cl)=[O:14])=[CH:11][CH:10]=1.[CH2:20]([C@H:25]1[CH2:30][CH2:29][C@H:28]([CH2:31][CH2:32][C:33]2[CH:38]=[CH:37][C:36]([OH:39])=[CH:35][CH:34]=2)[CH2:27][CH2:26]1)[CH2:21][CH2:22][CH2:23][CH3:24]>C1(C)C=CC=CC=1.N1C=CC=CC=1>[CH2:20]([C@H:25]1[CH2:26][CH2:27][C@H:28]([CH2:31][CH2:32][C:33]2[CH:34]=[CH:35][C:36]([O:39][C:13](=[O:14])[C:12]3[CH:11]=[CH:10][C:9]([O:8][CH2:7][CH2:6][CH2:5][CH2:4][CH2:3][C@@H:2]([CH3:1])[CH2:18][CH3:19])=[CH:17][CH:16]=3)=[CH:37][CH:38]=2)[CH2:29][CH2:30]1)[CH2:21][CH2:22][CH2:23][CH3:24]. Procedure details: The crude (S)-4-(6-methyloctyloxy)benzoyl chloride obtained was dissolved in 20 ml of toluene and then added dropwise to a solution of 0.26 g of 4-[2-(trans-4-pentylcyclohexyl)ethyl]phenol in 2 ml of pyridine. The reaction mixture was stirred at room temperature overnight, then poured into ice-water and extracted with diethyl ether. The extract was washed four times with 25 ml of 3N hydrochloric acid each time, then washed with 25 ml of 2N sodium carbonate solution and several times with water, ... Starting materials: C[O-].[Na+] (Sodium methoxide), ClC1=NC2=CC(=C(C=C2C(=N1)Cl)OC)OC (2,4-dichloro-6,7-dimethoxyquinazoline). Run in CO (methanol). Reaction conditions: temperature 25 celsius, time 12 hour. The product is ClC1=NC2=CC(=C(C=C2C(=N1)OC)OC)OC (2-Chloro-4,6,7-trimethoxyquinazoline). Isolated yield 100.1%. Reaction SMILES: [CH3:1][O-:2].[Na+].[Cl:4][C:5]1[N:14]=[C:13](Cl)[C:12]2[C:7](=[CH:8][C:9]([O:18][CH3:19])=[C:10]([O:16][CH3:17])[CH:11]=2)[N:6]=1>CO>[Cl:4][C:5]1[N:14]=[C:13]([O:2][CH3:1])[C:12]2[C:7](=[CH:8][C:9]([O:18][CH3:19])=[C:10]([O:16][CH3:17])[CH:11]=2)[N:6]=1 |f:0.1|. Procedure details: Sodium methoxide (0.12 g, 2.2 mmole) was added to a solution of 2,4-dichloro-6,7-dimethoxyquinazoline (0.52 g, 2 mmol) in methanol (20 mL) at 25° C. The mixture was stirred at 25° C. for 12 h and was concentrated in vacuo to give a white solid residue. Purification of the residue by flash column chromatography (gradient elution 30 to 60% EtOAc/hexanes) provided the title compound (0.51 g, quantitative yield): TLC (Rf =0.50; CH2Cl2); 1H NMR (CDCl3) δ 7.33 (s, 1H), 7.21 (s, 1H), 4.20 (s, 3H), 4.01...